Dataset: the Open Reaction Database (ORD), a public repository of structured organic reaction records. Task: describe an organic reaction: reactants, conditions, products, and yield Reactants: [H-].C(C(C)C)[Al+]CC(C)C.C1(=CC=CC=C1)C (diisobutylaluminum hydride toluene), C(C)C=1SC(=CC1C(=O)OCC)C(CC)CC (ethyl 2-ethyl-5-(1-ethylpropyl)thiophene-3-carboxylate), Cl (Hydrochloric acid). Reagents/catalysts: [O-2].[O-2].[Mn+4] (manganese dioxide). The solvent is O1CCCC1 (tetrahydrofuran), O1CCCC1 (tetrahydrofuran). Conditions: time 1 hour. The product is C(C)C=1SC(=CC1C=O)C(CC)CC (2-ethyl-5-(1-ethylpropyl)thiophene-3-carbaldehyde). Yield: 85.5%. As a reaction SMILES: [CH2:1]([C:3]1[S:4][C:5]([CH:13]([CH2:16][CH3:17])[CH2:14][CH3:15])=[CH:6][C:7]=1[C:8](OCC)=[O:9])[CH3:2].[H-].C([Al+]CC(C)C)C(C)C.C1(C)C=CC=CC=1.Cl>O1CCCC1.[O-2].[O-2].[Mn+4]>[CH2:1]([C:3]1[S:4][C:5]([CH:13]([CH2:14][CH3:15])[CH2:16][CH3:17])=[CH:6][C:7]=1[CH:8]=[O:9])[CH3:2] |f:1.2.3,6.7.8|. Procedure details: To a solution (40 mL) of ethyl 2-ethyl-5-(1-ethylpropyl)thiophene-3-carboxylate (1.98 g) synthesized above in tetrahydrofuran was added 1.5M diisobutylaluminum hydride-toluene solution (15.5 mL) at 0° C., and the mixture was stirred for 1 hr. 1N Hydrochloric acid was added to quench the reaction, and the mixture was extracted with ethyl acetate. The extract was washed with 1N hydrochloric acid and brine, dried over magnesium sulfate and concentrated under reduced pressure to give a colorless oil... The reactants are CNCCN (N-methylethylenediamine), ClC1=CC(=C(C=C1)NC(=O)C1=CC=C(C=C1)C#N)C(NC1=NC=C(C=C1)Cl)=O (N-{4-chloro-2-[N-(5-chloro(2-pyridyl))carbamoyl]phenyl}(4-cyanophenyl)carboxamide), S (hydrogen sulfide), IC (iodomethane). The solvent is CO (methanol), C(C)(=O)O (acetic acid), N1=CC=CC=C1 (pyridine), C(C)N(CC)CC (triethyl amine). Run at time 8 hour. Yields the product ClC1=CC(=C(C=C1)NC(=O)C1=CC=C(C=C1)C=1N(CCN1)C)C(NC1=NC=C(C=C1)Cl)=O (N-{4-chloro-2-[N-(5-chloro(2-pyridyl))carbamoyl]phenyl}[4-(1-methyl(2-imidazolin-2-yl))phenyl]carboxamide). RXN SMILES: [Cl:1][C:2]1[CH:7]=[CH:6][C:5]([NH:8][C:9]([C:11]2[CH:16]=[CH:15][C:14]([C:17]#[N:18])=[CH:13][CH:12]=2)=[O:10])=[C:4]([C:19](=[O:28])[NH:20][C:21]2[CH:26]=[CH:25][C:24]([Cl:27])=[CH:23][N:22]=2)[CH:3]=1.S.IC.[CH3:32][NH:33][CH2:34][CH2:35]N>N1C=CC=CC=1.C(N(CC)CC)C.CO.C(O)(=O)C>[Cl:1][C:2]1[CH:7]=[CH:6][C:5]([NH:8][C:9]([C:11]2[CH:12]=[CH:13][C:14]([C:17]3[N:33]([CH3:32])[CH2:34][CH2:35][N:18]=3)=[CH:15][CH:16]=2)=[O:10])=[C:4]([C:19](=[O:28])[NH:20][C:21]2[CH:26]=[CH:25][C:24]([Cl:27])=[CH:23][N:22]=2)[CH:3]=1. Reported procedure: To a solution of the compound of N-{4-chloro-2-[N-(5-chloro(2-pyridyl))carbamoyl]phenyl}(4-cyanophenyl)carboxamide (683 mg, 1.66 mmol) in anhydrous pyridine (10 ml) and triethyl amine (1 ml) was saturated with hydrogen sulfide gas at 0° C. The mixture was stirred at r.t. overnight. After the evaporated the solvent, the residue was dissolved in anhydrous acetone (5 ml) and iodomethane (1 ml, 16.6 mmol) was added. The mixture was stirred under reflux condition for 2 hrs. After the evaporation of s...